From a dataset of the Open Reaction Database (ORD), a public repository of structured organic reaction records. describe an organic reaction: reactants, conditions, products, and yield The reactants are [BH4-], CO, O=C1c2ccc(Cl)cc2CCc2cccnc21, [Na+], O. Yields the product OC1c2ccc(Cl)cc2CCc2cccnc21. Reaction SMILES: [BH4-:18].[CH3:21][OH:22].[Cl:1][c:2]1[cH:3][cH:4][c:5]2[c:6]([cH:17]1)[CH2:7][CH2:8][c:9]1[c:10]([n:11][cH:12][cH:13][cH:14]1)[C:15]2=[O:16].[Na+:19].[OH2:20]>>[Cl:1][c:2]1[cH:3][cH:4][c:5]2[c:6]([cH:17]1)[CH2:7][CH2:8][c:9]1[c:10]([n:11][cH:12][cH:13][cH:14]1)[CH:15]2[OH:16]. Starting materials: alcohol, aryl halides, C(C)(C)OC(=O)N1CCC(CC1)OC1=NC=NC(=C1C)NC1=C(C=C(C=C1)I)F (4-[6-(2-fluoro-4-iodo-phenylamino)-5-methyl-pyrimidin-4-yloxy]-piperidine-1-carboxylic acid isopropyl ester), C([O-])([O-])=O.[Cs+].[Cs+] (cesium carbonate), N1=CC=CC2=CC=C3C=CC=NC3=C12 (1,10-phenanthroline), CS(=O)(=O)CCO (2-methanesulfonyl-ethanol). The reagents and catalysts are [Cu](I)I (copper iodide). Run at temperature 150 celsius. Product: C(C)(C)OC(=O)N1CCC(CC1)OC1=NC=NC(=C1C)NC1=C(C=C(C=C1)OCCS(=O)(=O)C)F (4-{6-[2-Fluoro-4-(2-methanesulfonyl-ethoxy)-phenylamino]-5-methyl-pyrimidin-4-yloxy}-piperidine-1-carboxylic acid isopropyl ester). As a reaction SMILES: [CH:1]([O:4][C:5]([N:7]1[CH2:12][CH2:11][CH:10]([O:13][C:14]2[C:19]([CH3:20])=[C:18]([NH:21][C:22]3[CH:27]=[CH:26][C:25](I)=[CH:24][C:23]=3[F:29])[N:17]=[CH:16][N:15]=2)[CH2:9][CH2:8]1)=[O:6])([CH3:3])[CH3:2].C(=O)([O-])[O-].[Cs+].[Cs+].N1C2C(=CC=C3C=2N=CC=C3)C=CC=1.[CH3:50][S:51]([CH2:54][CH2:55][OH:56])(=[O:53])=[O:52]>[Cu](I)I>[CH:1]([O:4][C:5]([N:7]1[CH2:12][CH2:11][CH:10]([O:13][C:14]2[C:19]([CH3:20])=[C:18]([NH:21][C:22]3[CH:27]=[CH:26][C:25]([O:56][CH2:55][CH2:54][S:51]([CH3:50])(=[O:53])=[O:52])=[CH:24][C:23]=3[F:29])[N:17]=[CH:16][N:15]=2)[CH2:9][CH2:8]1)=[O:6])([CH3:3])[CH3:2] |f:1.2.3|. Procedure: General procedure of coupling alcohol to aryl halides: A mixture of 4-[6-(2-fluoro-4-iodo-phenylamino)-5-methyl-pyrimidin-4-yloxy]-piperidine-1-carboxylic acid isopropyl ester (103 mg, 0.2 mmole), cesium carbonate (130 mg, 0.4 mmole), copper iodide (8 mg, 0.04 mmole), and 1,10-phenanthroline (14 mg, 0.08 mmole) in 2-methanesulfonyl-ethanol (3 mL) was heated under microwave irradiation at 150° C. for 1 hour. The crude mixture was purified by HPLC to provide Procedure: Prepared analogously to Example 143 starting from (E)-3-[5-(4-chloro-phenyl)-pyridin-2-yl]-acrylic acid (Z34b) and methyl-(4-piperidin-1-ylmethyl-phenyl)-amine. The crude product was purified by column chromatography (silica gel, dichloromethane/EtOH/conc. aqueous ammonia 50:10:0.1). The product is ClC1=CC=C(C=C1)C=1C=CC(=NC1)/C=C/C(=O)N(C1=CC=C(C=C1)CN1CCCCC1)C ((E)-3-[5-(4-chloro-phenyl )-pyridin-2-yl]-N-methyl-N-(4-piperidin-1-ylmethyl-phenyl) -acrylamide). As a reaction SMILES: [Cl:1][C:2]1[CH:7]=[CH:6][C:5]([C:8]2[CH:9]=[CH:10][C:11](/[CH:14]=[CH:15]/[C:16]([OH:18])=O)=[N:12][CH:13]=2)=[CH:4][CH:3]=1.[CH3:19][NH:20][C:21]1[CH:26]=[CH:25][C:24]([CH2:27][N:28]2[CH2:33][CH2:32][CH2:31][CH2:30][CH2:29]2)=[CH:23][CH:22]=1>>[Cl:1][C:2]1[CH:3]=[CH:4][C:5]([C:8]2[CH:9]=[CH:10][C:11](/[CH:14]=[CH:15]/[C:16]([N:20]([CH3:19])[C:21]3[CH:22]=[CH:23][C:24]([CH2:27][N:28]4[CH2:33][CH2:32][CH2:31][CH2:30][CH2:29]4)=[CH:25][CH:26]=3)=[O:18])=[N:12][CH:13]=2)=[CH:6][CH:7]=1. The reactants are ClC1=CC=C(C=C1)C=1C=CC(=NC1)/C=C/C(=O)O ((E)-3-[5-(4-chloro-phenyl)-pyridin-2-yl]-acrylic acid), CNC1=CC=C(C=C1)CN1CCCCC1 (methyl-(4-piperidin-1-ylmethyl-phenyl)-amine). The reactants are COC([C@@H](NC([C@H]1N(CCC1)C([C@@H](NC([C@@H](NC(=O)OC(C)(C)C)[C@@H](C)CC)=O)CC1=CNC=N1)=O)=O)CO)=O (t-butoxycarbonylisoleucylhistidylprolylserine methyl ester), Cl (hydrochloric acid). Run in O1CCOCC1 (dioxane), O1CCOCC1 (dioxane). The product is Cl.COC([C@@H](NC([C@H]1N(CCC1)C([C@@H](NC([C@@H](N)[C@@H](C)CC)=O)CC1=CNC=N1)=O)=O)CO)=O (isoleucylhistidylprolylserine methyl ester hydrochloride). Reaction SMILES: [CH3:1][O:2][C:3](=[O:40])[C@H:4]([CH2:38][OH:39])[NH:5][C:6](=[O:37])[C@@H:7]1[CH2:11][CH2:10][CH2:9][N:8]1[C:12](=[O:36])[C@H:13]([CH2:30][C:31]1[N:35]=[CH:34][NH:33][CH:32]=1)[NH:14][C:15](=[O:29])[C@H:16]([C@H:25]([CH2:27][CH3:28])[CH3:26])[NH:17]C(OC(C)(C)C)=O.[ClH:41]>O1CCOCC1>[ClH:41].[CH3:1][O:2][C:3](=[O:40])[C@H:4]([CH2:38][OH:39])[NH:5][C:6](=[O:37])[C@@H:7]1[CH2:11][CH2:10][CH2:9][N:8]1[C:12](=[O:36])[C@H:13]([CH2:30][C:31]1[N:35]=[CH:34][NH:33][CH:32]=1)[NH:14][C:15](=[O:29])[C@H:16]([C@H:25]([CH2:27][CH3:28])[CH3:26])[NH2:17] |f:3.4|. Procedure: 8.5 g of t-butoxycarbonylisoleucylhistidylprolylserine methyl ester is dissolved in 51 ml of dioxane. To this solution is added 25.5 ml of 6 N hydrochloric acid in dioxane. The reaction is allowed to stand for ten minutes and the solvent is removed under vacuum to afford isoleucylhistidylprolylserine methyl ester hydrochloride. The reactants are C[SiH](C)OC(c1ccncc1)C(C)(C)C, ClCCl, O=C(OO)c1cccc(Cl)c1. Product: C[SiH](C)OC(c1cc[n+]([O-])cc1)C(C)(C)C. As a reaction SMILES: [C:1]([CH3:2])([CH3:3])([CH3:4])[CH:5]([c:6]1[cH:7][cH:8][n:9][cH:10][cH:11]1)[O:12][SiH:13]([CH3:14])[CH3:15].[CH2:27]([Cl:28])[Cl:29].[Cl:16][c:17]1[cH:18][cH:19][cH:20][c:21]([C:22]([O:23][OH:25])=[O:24])[cH:26]1>>[C:1]([CH3:2])([CH3:3])([CH3:4])[CH:5]([c:6]1[cH:7][cH:8][n+:9]([O-:24])[cH:10][cH:11]1)[O:12][SiH:13]([CH3:14])[CH3:15]. Reaction SMILES: [CH2:1]([c:2]1[cH:3][cH:4][cH:5][cH:6][cH:7]1)[O:8][c:9]1[cH:10][cH:11][c:12]([O:13][CH2:14][CH2:15][c:16]2[cH:17][cH:18][c:19]([CH2:22][CH:23]([C:24](=[O:25])[O:26][CH3:27])[Cl:28])[cH:20][cH:21]2)[cH:29][cH:30]1.[CH3:31][S:32][CH3:33].[Cl:35][CH2:36][Cl:37].[OH2:34]>>[OH:8][c:9]1[cH:10][cH:11][c:12]([O:13][CH2:14][CH2:15][c:16]2[cH:17][cH:18][c:19]([CH2:22][CH:23]([C:24](=[O:25])[O:26][CH3:27])[Cl:28])[cH:20][cH:21]2)[cH:29][cH:30]1. Yields the product COC(=O)C(Cl)Cc1ccc(CCOc2ccc(O)cc2)cc1. Starting materials: COC(=O)C(Cl)Cc1ccc(CCOc2ccc(OCc3ccccc3)cc2)cc1, CSC, ClCCl, O.